This data is from the Open Reaction Database (ORD), a public repository of structured organic reaction records. The task is: describe an organic reaction: reactants, conditions, products, and yield Starting materials: ClC1=CC(=C(C=C1)C1=NC(=NC(=C1C(C(=O)OC)CCC)C)C1=CC=CC=C1)F (methyl 2-(4-(4-chloro-2-fluorophenyl)-6-methyl-2-phenylpyrimidin-5-yl)pentanoate), [OH-].[Na+] (sodium hydroxide). Solvent: CO (methanol). The product is ClC1=CC(=C(C=C1)C1=NC(=NC(=C1C(C(=O)O)CCC)C)C1=CC=CC=C1)F (2-(4-(4-chloro-2-fluorophenyl)-6-methyl-2-phenylpyrimidin-5-yl)pentanoic acid). The yield is 51.8%. RXN SMILES: [Cl:1][C:2]1[CH:7]=[CH:6][C:5]([C:8]2[C:13]([CH:14]([CH2:19][CH2:20][CH3:21])[C:15]([O:17]C)=[O:16])=[C:12]([CH3:22])[N:11]=[C:10]([C:23]3[CH:28]=[CH:27][CH:26]=[CH:25][CH:24]=3)[N:9]=2)=[C:4]([F:29])[CH:3]=1.[OH-].[Na+]>CO>[Cl:1][C:2]1[CH:7]=[CH:6][C:5]([C:8]2[C:13]([CH:14]([CH2:19][CH2:20][CH3:21])[C:15]([OH:17])=[O:16])=[C:12]([CH3:22])[N:11]=[C:10]([C:23]3[CH:24]=[CH:25][CH:26]=[CH:27][CH:28]=3)[N:9]=2)=[C:4]([F:29])[CH:3]=1 |f:1.2|. Procedure details: This compound was prepared according to general method D from methyl 2-(4-(4-chloro-2-fluorophenyl)-6-methyl-2-phenylpyrimidin-5-yl)pentanoate (0.164 g; 0.397 mmol), sodium hydroxide 10N (0.397 mL; 3.97 mmol) in methanol (4 mL) to afford 0.082 g (49%) of the title compound as a white solid. Starting materials: CC(=O)OC(C)N1C(=O)C(=Cc2[nH]c(C)cc2C)c2ccccc21, CC#N, O=CO. Yields the product Cc1cc(C)c(C=C2C(=O)N(C(C)O)c3ccccc32)[nH]1. RXN SMILES: [C:1](=[O:2])([CH3:3])[O:4][CH:5]([CH3:6])[N:7]1[C:8](=[O:24])[C:9](=[CH:16][c:17]2[nH:18][c:19]([CH3:23])[cH:20][c:21]2[CH3:22])[c:10]2[cH:11][cH:12][cH:13][cH:14][c:15]21.[CH3:25][C:26]#[N:27].[CH:28]([OH:29])=[O:30]>>[OH:4][CH:5]([CH3:6])[N:7]1[C:8](=[O:24])[C:9](=[CH:16][c:17]2[nH:18][c:19]([CH3:23])[cH:20][c:21]2[CH3:22])[c:10]2[cH:11][cH:12][cH:13][cH:14][c:15]21. The product is CN=C(C1=CC=CC=C1)Cl (N-Methyl Benzimidoyl Chloride). The reactants are CNC(C1=CC=CC=C1)=O (N-Methyl benzamide), S(=O)(Cl)Cl (thionyl chloride). RXN SMILES: [CH3:1][NH:2][C:3](=O)[C:4]1[CH:9]=[CH:8][CH:7]=[CH:6][CH:5]=1.S(Cl)([Cl:13])=O>>[CH3:1][N:2]=[C:3]([Cl:13])[C:4]1[CH:9]=[CH:8][CH:7]=[CH:6][CH:5]=1. Isolated yield 91.0%. Procedure: N-Methyl benzamide (55.97 g., 418 mmole) and thionyl chloride (114.7 g, 0.96 mole) were treated as in Example I. Yield 58.4 g (91%) of the title compound, b.p. 80°-90° C. (~0.1 mm Hg). Procedure details: A solution of tert-butyl 7-(6-(4-aminophenyl)-1-(2,2,2-trifluoroethyl)-1H-pyrazolo[3,4-d]pyrimidin-4-yl)-9-oxa-3,7-diazabicyclo[3.3.1]nonane-3-carboxylate (0.48 g, 0.92 mmol) in dichloromethane (15 mL) was treated with triethylamine (1.2 mL), followed by a solution of triphosgene (0.14 g, 0.46 mmol). After the passage of 5 minutes, a solution of 4-aminopyridine (0.26 g, 2.8 mmol) in warm tetrahydrofuran was added to the tert-butyl 7-(6-(4-isocyanatophenyl)-1-(2,2,2-trifluoroethyl)-1H-pyrazolo[3,... RXN SMILES: [NH2:1][C:2]1[CH:7]=[CH:6][C:5]([C:8]2[N:13]=[C:12]3[N:14]([CH2:17][C:18]([F:21])([F:20])[F:19])[N:15]=[CH:16][C:11]3=[C:10]([N:22]3[CH2:29][CH:28]4[O:30][CH:24]([CH2:25][N:26]([C:31]([O:33][C:34]([CH3:37])([CH3:36])[CH3:35])=[O:32])[CH2:27]4)[CH2:23]3)[N:9]=2)=[CH:4][CH:3]=1.[Cl:38]C(Cl)(OC(=O)OC(Cl)(Cl)Cl)Cl.NC1C=CN=CC=1.N(C1C=CC(C2N=C3N(CC(F)(F)F)N=CC3=C([N:80]3[CH2:87][CH:86]4O[CH:82](C[N:84]([C:89]([O:91]C(C)(C)C)=O)[CH2:85]4)[CH2:81]3)N=2)=CC=1)=C=O>ClCCl.O1CCCC1.C(N(CC)CC)C>[ClH:38].[N:80]1[CH:81]=[CH:82][C:85]([NH:84][C:89](=[O:91])[NH:1][C:2]2[CH:3]=[CH:4][C:5]([C:8]3[N:13]=[C:12]4[N:14]([CH2:17][C:18]([F:20])([F:21])[F:19])[N:15]=[CH:16][C:11]4=[C:10]([N:22]4[CH2:29][CH:28]5[O:30][CH:24]([CH2:25][N:26]([C:31]([O:33][C:34]([CH3:37])([CH3:36])[CH3:35])=[O:32])[CH2:27]5)[CH2:23]4)[N:9]=3)=[CH:6][CH:7]=2)=[CH:86][CH:87]=1 |f:7.8|. Reactants: NC1=CC=C(C=C1)C1=NC(=C2C(=N1)N(N=C2)CC(F)(F)F)N2CC1CN(CC(C2)O1)C(=O)OC(C)(C)C (tert-butyl 7-(6-(4-aminophenyl)-1-(2,2,2-trifluoroethyl)-1H-pyrazolo[3,4-d]pyrimidin-4-yl)-9-oxa-3,7-diazabicyclo[3.3.1]nonane-3-carboxylate), ClC(Cl)(OC(OC(Cl)(Cl)Cl)=O)Cl (triphosgene), NC1=CC=NC=C1 (4-aminopyridine), N(=C=O)C1=CC=C(C=C1)C1=NC(=C2C(=N1)N(N=C2)CC(F)(F)F)N2CC1CN(CC(C2)O1)C(=O)OC(C)(C)C (tert-butyl 7-(6-(4-isocyanatophenyl)-1-(2,2,2-trifluoroethyl)-1H-pyrazolo[3,4-d]pyrimidin-4-yl)-9-oxa-3,7-diazabicyclo[3.3.1]nonane-3-carboxylate). Run in ClCCl (dichloromethane), C(C)N(CC)CC (triethylamine), O1CCCC1 (tetrahydrofuran). The product is Cl.N1=CC=C(C=C1)NC(NC1=CC=C(C=C1)C1=NC(=C2C(=N1)N(N=C2)CC(F)(F)F)N2CC1CN(CC(C2)O1)C(=O)OC(C)(C)C)=O (tert-butyl 7-(6-(4-(3-pyridin-4-ylureido)phenyl)-1-(2,2,2-trifluoroethyl)-1H-pyrazolo[3,4-d]pyrimidin-4-yl)-9-oxa-3,7-diazabicyclo[3.3.1]nonane-3-carboxylate.hydrochloride). Reactants: BrC1=C(C=C(C=C1)O)CN(C)C (4-bromo-3-((dimethylamino)methyl)phenol), C(C1=CC=CC=C1)Br (benzylbromide), C([O-])([O-])=O.[K+].[K+] (potassium carbonate). The solvent is CN(C)C=O (DMF). Reaction conditions: temperature 80 celsius, time 8 hour. The product is C(C1=CC=CC=C1)OC=1C=CC(=C(C1)CN(C)C)Br (1-(5-(benzyloxy)-2-bromophenyl)-N,N-dimethylmethanamine). Yield: 98.0%. As a reaction SMILES: [Br:1][C:2]1[CH:7]=[CH:6][C:5]([OH:8])=[CH:4][C:3]=1[CH2:9][N:10]([CH3:12])[CH3:11].[CH2:13](Br)[C:14]1[CH:19]=[CH:18][CH:17]=[CH:16][CH:15]=1.C(=O)([O-])[O-].[K+].[K+]>CN(C=O)C>[CH2:13]([O:8][C:5]1[CH:6]=[CH:7][C:2]([Br:1])=[C:3]([CH2:9][N:10]([CH3:12])[CH3:11])[CH:4]=1)[C:14]1[CH:19]=[CH:18][CH:17]=[CH:16][CH:15]=1 |f:2.3.4|. Procedure details: A mixture of 4-bromo-3-((dimethylamino)methyl)phenol (4 g, 17.4 mmol), benzylbromide (2 eq.), and potassium carbonate (3 eq.) in DMF (100 mL) was stirred at 80° C. overnight. The reaction mixture was cooled to room temperature, quenched with water and extracted with ethyl acetate. The combined organic layers were washed with brine, dried over sodium sulfate, filtered, and concentrated in vacuo. The crude material was purified by silica gel chromatography (0-50% EtOAc in hexanes) to afford 1-(5-(... Starting materials: C1(=CC=CC=C1)S(=O)(=O)CC#N ((phenylsulfonyl)acetonitrile), C(OCC)(OCC)OCC (triethyl orthoformate), C(C)(=O)OC(C)=O (acetic anhydride), C(C)(=O)OCC (ethyl acetate). Solvent: CO (methanol). Product: C(C)OC=C(C#N)S(=O)(=O)C1=CC=CC=C1 (3-ethoxy-2-(phenylsulfonyl)propenenitrile). Isolated yield 56.7%. RXN SMILES: [C:1]1([S:7]([CH2:10][C:11]#[N:12])(=[O:9])=[O:8])[CH:6]=[CH:5][CH:4]=[CH:3][CH:2]=1.[CH:13](OCC)(OCC)[O:14][CH2:15][CH3:16].C(OC(=O)C)(=O)C.C(OCC)(=O)C>CO>[CH2:15]([O:14][CH:13]=[C:10]([S:7]([C:1]1[CH:2]=[CH:3][CH:4]=[CH:5][CH:6]=1)(=[O:8])=[O:9])[C:11]#[N:12])[CH3:16]. Reported procedure: A solution of (phenylsulfonyl)acetonitrile (10.5 g, 0.089 mol) in triethyl orthoformate (21 mL, 0.14 mol) and acetic anhydride (21 mL, 0.2 mol) was heated at 160° C. with removal of ethyl acetate (35 mL). The dark oily residue was dissolved in methanol (60 mL) and the solution was concentrated and recrystallized from hexanes/ethyl acetate to yield (11.98 g, 78%) of the desired product.